This data is from the Open Reaction Database (ORD), a public repository of structured organic reaction records. The task is: describe an organic reaction: reactants, conditions, products, and yield Starting materials: FC1=C(C=C(C=C1)F)SCCN1CC(OCC1)(C(=O)OC)CCCC1=C(C=NC2=CC=C(C=C12)OC)F (methyl 4-[2-[(2,5-difluorophenyl)thio]ethyl]-2-[3-(3-fluoro-6-methoxyquinolin-4-yl)propyl]-2-morpholinecarboxylate), CO (methanol), [OH-].[Na+] (sodium hydroxide), Cl (hydrochloric acid). Reaction SMILES: [F:1][C:2]1[CH:7]=[CH:6][C:5]([F:8])=[CH:4][C:3]=1[S:9][CH2:10][CH2:11][N:12]1[CH2:17][CH2:16][O:15][C:14]([CH2:22][CH2:23][CH2:24][C:25]2[C:34]3[C:29](=[CH:30][CH:31]=[C:32]([O:35][CH3:36])[CH:33]=3)[N:28]=[CH:27][C:26]=2[F:37])([C:18]([O:20]C)=[O:19])[CH2:13]1.CO.[OH-].[Na+].Cl>O1CCOCC1.ClCCl.O>[F:1][C:2]1[CH:7]=[CH:6][C:5]([F:8])=[CH:4][C:3]=1[S:9][CH2:10][CH2:11][N:12]1[CH2:17][CH2:16][O:15][C:14]([CH2:22][CH2:23][CH2:24][C:25]2[C:34]3[C:29](=[CH:30][CH:31]=[C:32]([O:35][CH3:36])[CH:33]=3)[N:28]=[CH:27][C:26]=2[F:37])([C:18]([OH:20])=[O:19])[CH2:13]1 |f:2.3|. Run in O1CCOCC1 (1,4-dioxane), O (water), ClCCl (dichloromethane). Conditions: temperature 80 celsius, time 12 hour. Yields the product FC1=C(C=C(C=C1)F)SCCN1CC(OCC1)(C(=O)O)CCCC1=C(C=NC2=CC=C(C=C12)OC)F (4-[2-[(2,5-difluorophenyl)thio]ethyl]-2-[3-(3-fluoro-6-methoxyquinolin-4-yl)propyl]-2-morpholinecarboxylic acid). Reported procedure: A solution of 0.22 g of the enantiomer B of methyl 4-[2-[(2,5-difluorophenyl)thio]ethyl]-2-[3-(3-fluoro-6-methoxyquinolin-4-yl)propyl]-2-morpholinecarboxylate in a mixture of 10 cm3 of 1,4-dioxane, 10 cm3 of methanol and 1.23 cm3 of 5 N sodium hydroxide is heated at a temperature in the region of 80° C. with stirring and under an inert atmosphere for 12 hours. After cooling to about 20° C., the reaction medium is evaporated under reduced pressure (2 kPa; 45° C.) to give a whitish crust. The resi... Starting materials: NC1=C(C=CC(=C1)C1=CC(=NC=C1)C)O (2-Amino-4-(2-methylpyridin-4-yl)phenol), N[C@H](C(=O)NC1=C(C=CC(=C1)C1=CC=NC=C1)OCC1=CC=CC=C1)CC1=CC=CC=C1 ((S)-2-Amino-N-(2-(benzyloxy)-5-(pyridin-4-yl)phenyl)-3-phenylpropanamide). Product: N[C@H](C(=O)NC1=C(C=CC(=C1)C1=CC(=NC=C1)C)O)CC1=CC=CC=C1 ((2S)-2-Amino-N-(2-hydroxy-5-(2-methylpyridin-4-yl)phenyl)-3-phenylpropanamide). As a reaction SMILES: [NH2:1][C:2]1[CH:7]=[C:6]([C:8]2[CH:13]=[CH:12][N:11]=[C:10]([CH3:14])[CH:9]=2)[CH:5]=[CH:4][C:3]=1[OH:15].[NH2:16][C@@H:17]([CH2:41][C:42]1[CH:47]=[CH:46][CH:45]=[CH:44][CH:43]=1)[C:18](NC1C=C(C2C=CN=CC=2)C=CC=1OCC1C=CC=CC=1)=[O:19]>>[NH2:16][C@@H:17]([CH2:41][C:42]1[CH:47]=[CH:46][CH:45]=[CH:44][CH:43]=1)[C:18]([NH:1][C:2]1[CH:7]=[C:6]([C:8]2[CH:13]=[CH:12][N:11]=[C:10]([CH3:14])[CH:9]=2)[CH:5]=[CH:4][C:3]=1[OH:15])=[O:19]. Procedure: 64.0 was prepared from 64.B analogous to the preparation of 13.F. LC-MS (+esi, M+H+=348.1). Starting materials: C1(CCCCC1)P(C1=C(C=CC=C1)C1=C(C=CC=C1)N(C)C)C1CCCCC1 (2-dicyclohexylphosphino-2′-(N,N-dimethylamino)biphenyl), P(=O)([O-])([O-])[O-].[K+].[K+].[K+] (potassium phosphate), BrC=1C=C(C(=O)OC)C=CN1 (methyl 2-bromoisonicotinate), ClC1=C(C=CC=C1Cl)B(O)O (2,3-dichlorophenylboronic acid). The reagents and catalysts are C=1C=CC(=CC1)/C=C/C(=O)/C=C/C2=CC=CC=C2.C=1C=CC(=CC1)/C=C/C(=O)/C=C/C2=CC=CC=C2.C=1C=CC(=CC1)/C=C/C(=O)/C=C/C2=CC=CC=C2.[Pd].[Pd] (tris(dibenzylideneacetone)dipalladium). Solvent: C(C)(=O)OCC (ethyl acetate), O (water), C1(=CC=CC=C1)C (toluene). Reaction conditions: temperature 110 celsius. Product: ClC1=C(C=CC=C1Cl)C=1C=C(C(=O)OC)C=CN1 (Methyl 2-(2,3-dichlorophenyl)isonicotinate). Reaction SMILES: Br[C:2]1[CH:3]=[C:4]([CH:9]=[CH:10][N:11]=1)[C:5]([O:7][CH3:8])=[O:6].[Cl:12][C:13]1[C:18]([Cl:19])=[CH:17][CH:16]=[CH:15][C:14]=1B(O)O.C1(P(C2CCCCC2)C2C=CC=CC=2C2C=CC=CC=2N(C)C)CCCCC1.P([O-])([O-])([O-])=O.[K+].[K+].[K+]>C1(C)C=CC=CC=1.C(OCC)(=O)C.O.C1C=CC(/C=C/C(/C=C/C2C=CC=CC=2)=O)=CC=1.C1C=CC(/C=C/C(/C=C/C2C=CC=CC=2)=O)=CC=1.C1C=CC(/C=C/C(/C=C/C2C=CC=CC=2)=O)=CC=1.[Pd].[Pd]>[Cl:12][C:13]1[C:18]([Cl:19])=[CH:17][CH:16]=[CH:15][C:14]=1[C:2]1[CH:3]=[C:4]([CH:9]=[CH:10][N:11]=1)[C:5]([O:7][CH3:8])=[O:6] |f:3.4.5.6,10.11.12.13.14|. Procedure details: Under an atmosphere of argon, 250 mg (1.16 mmol) of methyl 2-bromoisonicotinate and 331 mg (1.74 mmol) of 2,3-dichlorophenylboronic acid were dissolved in 5 ml of toluene. 53 mg (0.06 mmol) of tris(dibenzylideneacetone)dipalladium, 46 mg (0.12 mmol) of 2-dicyclohexylphosphino-2′-(N,N-dimethylamino)biphenyl and 491 mg (2.31 mmol) of potassium phosphate were then added, and under argon the mixture was heated to 110° C. for 20 h. For work-up, the mixture was diluted at RT with 15 ml of ethyl acetat... The reactants are N1(CCCC1)C1CCNCC1 (4-pyrrolidin-1-yl-piperidine), CN1C(=C(C=C(C1=O)C1=CC(=CC=C1)C(F)(F)F)C)C(=O)O (1,3-dimethyl-6-oxo-5-(3-trifluoromethyl-phenyl)-1,6-dihydro-pyridine-2-carboxylic acid), C(C(=O)Cl)(=O)Cl.CN(C)C=O (oxalyl chloride DMF), COC(=O)C=1NC(C(=CC1C)C1=CC(=CC=C1)C(F)(F)F)=O (3-methyl-6-oxo-5-(3-trifluoromethyl-phenyl)-1,6-dihydro-pyridine-2-carboxylic acid methyl ester), COC(=O)C=1NC(C(=CC1C)C1=CC(=CC=C1)C(F)(F)F)=O (3-methyl-6-oxo-5-(3-trifluoromethyl-phenyl)-1,6-dihydro-pyridine-2-carboxylic acid methyl ester), CI (methyl iodide), C([O-])([O-])=O.[Cs+].[Cs+] (cesium carbonate), intermediate 5F, COC(=O)C1=NC(=C(C=C1C)C1=CC(=CC=C1)C(F)(F)F)O (6-hydroxy-3-methyl-5-(3-trifluoromethyl-phenyl)-pyridine-2-carboxylic acid methyl ester), ii, COC(=O)C=1N(C(C(=CC1C)C1=CC(=CC=C1)C(F)(F)F)=O)C (1,3-dimethyl-6-oxo-5-(3-trifluoromethyl-phenyl)-1,6-dihydro-pyridine-2-carboxylic acid methyl ester), [OH-].[Li+] (lithium hydroxide), intermediate 5G. Run in C(Cl)Cl (CH2Cl2), CN(C)C=O (DMF), C1CCOC1.CO (THF MeOH). The product is CN1C(C(=CC(=C1C(=O)N1CCC(CC1)N1CCCC1)C)C1=CC(=CC=C1)C(F)(F)F)=O (1,5-Dimethyl-6-(4-pyrrolidin-1-yl-piperidine-1-carbonyl)-3-(3-trifluoromethyl-phenyl)-1H-pyridin-2-one). Reaction SMILES: [CH3:1][N:2]1[C:7](=[O:8])[C:6]([C:9]2[CH:14]=[CH:13][CH:12]=[C:11]([C:15]([F:18])([F:17])[F:16])[CH:10]=2)=[CH:5][C:4]([CH3:19])=[C:3]1[C:20](O)=[O:21].COC(C1C(C)=CC(C2C=CC=C(C(F)(F)F)C=2)=C(O)N=1)=O.CI.C(=O)([O-])[O-].[Cs+].[Cs+].COC(C1N(C)C(=O)C(C2C=CC=C(C(F)(F)F)C=2)=CC=1C)=O.[OH-].[Li+].C(Cl)(=O)C(Cl)=O.CN(C=O)C.[N:89]1([CH:94]2[CH2:99][CH2:98][NH:97][CH2:96][CH2:95]2)[CH2:93][CH2:92][CH2:91][CH2:90]1>CN(C=O)C.C1COCC1.CO.C(Cl)Cl>[CH3:1][N:2]1[C:3]([C:20]([N:97]2[CH2:98][CH2:99][CH:94]([N:89]3[CH2:93][CH2:92][CH2:91][CH2:90]3)[CH2:95][CH2:96]2)=[O:21])=[C:4]([CH3:19])[CH:5]=[C:6]([C:9]2[CH:14]=[CH:13][CH:12]=[C:11]([C:15]([F:16])([F:17])[F:18])[CH:10]=2)[C:7]1=[O:8] |f:3.4.5,7.8,9.10,13.14|. Procedure details: In analogy to the procedure described for the preparation of example 13, 1,3-dimethyl-6-oxo-5-(3-trifluoromethyl-phenyl)-1,6-dihydro-pyridine-2-carboxylic acid [prepared by i) reaction of 6-hydroxy-3-methyl-5-(3-trifluoromethyl-phenyl)-pyridine-2-carboxylic acid methyl ester; 3-methyl-6-oxo-5-(3-trifluoromethyl-phenyl)-1,6-dihydro-pyridine-2-carboxylic acid methyl ester (tautomers, intermediate 15B) with methyl iodide, cesium carbonate in DMF in analogy to the procedure described for the prepara... The reactants are C(CC(C)C)C1C(CCC1C#N)=O (2-iso-pentyl-3-cyanocyclopentanone), O (water), C(C)O (ethanol). Yields the product C(CC(C)C)C1C(CCC1=O)C(=O)OCC (ethyl 2-iso-pentyl-3-oxocyclopentanecarboxylate). The yield is 58.0%. Reaction SMILES: [CH2:1]([CH:6]1[CH:10]([C:11]#N)[CH2:9][CH2:8][C:7]1=[O:13])[CH2:2][CH:3]([CH3:5])[CH3:4].[OH2:14].[CH2:15]([OH:17])[CH3:16]>>[CH2:1]([CH:6]1[C:7](=[O:13])[CH2:8][CH2:9][CH:10]1[C:11]([O:17][CH2:15][CH3:16])=[O:14])[CH2:2][CH:3]([CH3:5])[CH3:4]. Procedure: By repeating the procedure described in Example 16 but starting from 10 g 2-iso-pentyl-3-cyanocyclopentanone and 1 ml of water in 100 ml of absolute ethanol, there is obtained 7.3 g (58%) of ethyl 2-iso-pentyl-3-oxocyclopentanecarboxylate boiling at 84° C/0.25 mm, nD20 1.4530. The product is CN(C)CC=1C(=C2C=CC(NC2=C(C1)C)=O)O (6-Dimethylaminomethyl-5-hydroxy-8-methylcarbostyril). Run at time 12 hour. Procedure details: 5-Hydroxy-8-methylcarbostyril (10.51 g, 60 mmol) and dimethylamine (aqueous 40% solution, 12.07 g, 66 mmol) were dissolved in N,N-dimethylformamide (30 ml). To this solution, formaldehyde (aqueous 37% solution, 5.36 g, 66 mmol) was added slowly at room temperature, and stirred. After 12 hours, dimethylamine (6 g, 33 mmol), formaldehyde (2.79 g, 33 mmol), and N,N-dimethylformamide (20 ml) were added thereto, and the mixture was stirred at room temperature for further 12 hours. After completion of... Reaction SMILES: [OH:1][C:2]1[CH:11]=[CH:10][C:9]([CH3:12])=[C:8]2[C:3]=1[CH:4]=[CH:5][C:6](=[O:13])[NH:7]2.[CH3:14][NH:15][CH3:16].[CH2:17]=O>CN(C)C=O>[CH3:14][N:15]([CH2:17][C:11]1[C:2]([OH:1])=[C:3]2[C:8](=[C:9]([CH3:12])[CH:10]=1)[NH:7][C:6](=[O:13])[CH:5]=[CH:4]2)[CH3:16]. Reactants: OC1=C2C=CC(NC2=C(C=C1)C)=O (5-Hydroxy-8-methylcarbostyril), CNC (dimethylamine), C=O (formaldehyde), CNC (dimethylamine), C=O (formaldehyde). Run in CN(C=O)C (N,N-dimethylformamide), CN(C=O)C (N,N-dimethylformamide). Isolated yield 94.9%. The reactants are Cl (HCl), C1(=CC=CC=C1)S(=O)(=O)N1N=C(C=2C1=NC=NC2N2CCNCC2)Br (1-Benzenesulfonyl-3-bromo-4-piperazin-1-yl-1H-pyrazolo[3,4-d]pyrimidine). Run in CO (MeOH). Conditions: time 8 hour. Product: Cl.Cl.C1(=CC=CC=C1)S(=O)(=O)N1N=C(C=2C1=NC=NC2N2CCNCC2)Br (1-Benzenesulfonyl-3-bromo-4-piperazin-1-yl-1H-pyrazolo[3,4-d]pyrimidine dihydrochloride). The yield is 100.0%. As a reaction SMILES: [ClH:1].[C:2]1([S:8]([N:11]2[C:15]3=[N:16][CH:17]=[N:18][C:19]([N:20]4[CH2:25][CH2:24][NH:23][CH2:22][CH2:21]4)=[C:14]3[C:13]([Br:26])=[N:12]2)(=[O:10])=[O:9])[CH:7]=[CH:6][CH:5]=[CH:4][CH:3]=1>CO>[ClH:1].[ClH:1].[C:2]1([S:8]([N:11]2[C:15]3=[N:16][CH:17]=[N:18][C:19]([N:20]4[CH2:21][CH2:22][NH:23][CH2:24][CH2:25]4)=[C:14]3[C:13]([Br:26])=[N:12]2)(=[O:9])=[O:10])[CH:3]=[CH:4][CH:5]=[CH:6][CH:7]=1 |f:3.4.5|. Reported procedure: Anhydrous HCl (4N in dioxane, 10 mL) was added to a stirred solution of 1-Benzenesulfonyl-3-bromo-4-piperazin-1-yl-1H-pyrazolo[3,4-d]pyrimidine (210 mg, 0.40 mmol) in MeOH (20 mL) and stirred at room temperature overnight. The suspension was concentrated in vacuo to give 1-Benzenesulfonyl-3-bromo-4-piperazin-1-yl-1H-pyrazolo[3,4-d]pyrimidine dihydrochloride (200 mg, 100%.) LCMS (APCI+) m/z 423 and 425 [M+H]+; Rt: 1.98 min.